Dataset: the Open Reaction Database (ORD), a public repository of structured organic reaction records. Task: describe an organic reaction: reactants, conditions, products, and yield The reactants are FC1=CC2=C(N=CNC2=O)C=N1 (6-Fluoro-3H-pyrido[3,4-d]pyrimidin-4-one), C(C)(C)(C)OC(C1=CC=C(C=C1)OC1=C(C=C(C=C1)N)C)=O (4-(4-Amino-2-methyl-phenoxy)-benzoic acid tert-butyl ester), C(C)(C)(C)OC(C1=CC(=CC=C1)OC1=C(C=C(C=C1)NC=1C2=C(N=CN1)C=NC(=C2)F)C)=O (3-[4-(6-Fluoro-pyrido[3,4-d]pyrimidin-4-ylamino)-2-methyl-phenoxy]-benzoic acid tert-butyl ester). Yields the product C(C)(C)(C)OC(C1=CC=C(C=C1)OC1=C(C=C(C=C1)NC=1C2=C(N=CN1)C=NC(=C2)F)C)=O (4-[4-(6-Fluoro-pyrido[3,4-d]pyrimidin-4-ylamino)-2-methyl-phenoxy]-benzoic acid tert-butyl ester). Reaction SMILES: [F:1][C:2]1[N:12]=[CH:11][C:5]2[N:6]=[CH:7][NH:8][C:9](=O)[C:4]=2[CH:3]=1.[C:13]([O:17][C:18](=[O:34])[C:19]1[CH:24]=[CH:23][C:22]([O:25][C:26]2[CH:31]=[CH:30][C:29]([NH2:32])=[CH:28][C:27]=2[CH3:33])=[CH:21][CH:20]=1)([CH3:16])([CH3:15])[CH3:14].C(OC(=O)C1C=CC=C(OC2C=CC(NC3C4C=C(F)N=CC=4N=CN=3)=CC=2C)C=1)(C)(C)C>>[C:13]([O:17][C:18](=[O:34])[C:19]1[CH:20]=[CH:21][C:22]([O:25][C:26]2[CH:31]=[CH:30][C:29]([NH:32][C:9]3[C:4]4[CH:3]=[C:2]([F:1])[N:12]=[CH:11][C:5]=4[N:6]=[CH:7][N:8]=3)=[CH:28][C:27]=2[CH3:33])=[CH:23][CH:24]=1)([CH3:16])([CH3:15])[CH3:14]. Procedure details: The title compound was prepared from 6-Fluoro-3H-pyrido[3,4-d]pyrimidin-4-one and 4-(4-Amino-2-methyl-phenoxy)-benzoic acid tert-butyl ester by a procedure analogous to the synthesis of 3-[4-(6-Fluoro-pyrido[3,4-d]pyrimidin-4-ylamino)-2-methyl-phenoxy]-benzoic acid tert-butyl ester above. LRMS: 447.3/391.2 (MH+); 1H NMR (DMSO-d6, 400 MHz): δ 10.03 (s, 1H), δ 8.90 (s, 1H), δ 8.65 (s, 1H), δ 8.24 (s, 1H), δ 7.75-7.87 (m, 4H), δ 7.07 (d, J=8.73, 1H), δ 6.90-6.93 (m, 2H), δ 2.12 (s, 3H), δ 1.49 (s, ... Starting materials: C#Cc1ccc(Cn2cc(-c3ccc(OC)cc3)ccc2=O)cn1, CO. The product is CCc1ccc(Cn2cc(-c3ccc(OC)cc3)ccc2=O)cn1. Reaction SMILES: [C:1](#[CH:2])[c:3]1[cH:4][cH:5][c:6]([CH2:9][n:10]2[c:11](=[O:24])[cH:12][cH:13][c:14](-[c:16]3[cH:17][cH:18][c:19]([O:22][CH3:23])[cH:20][cH:21]3)[cH:15]2)[cH:7][n:8]1.[CH3:25][OH:26]>>[CH2:1]([CH3:2])[c:3]1[cH:4][cH:5][c:6]([CH2:9][n:10]2[c:11](=[O:24])[cH:12][cH:13][c:14](-[c:16]3[cH:17][cH:18][c:19]([O:22][CH3:23])[cH:20][cH:21]3)[cH:15]2)[cH:7][n:8]1.